Dataset: the Open Reaction Database (ORD), a public repository of structured organic reaction records. Task: describe an organic reaction: reactants, conditions, products, and yield Yield: 26.7%. As a reaction SMILES: [N:1]1[C:10]2[C:5](=[CH:6][N:7]=[CH:8][CH:9]=2)[CH:4]=[CH:3][CH:2]=1.[Br:11]Br.N1C=CC=CC=1>C(Cl)(Cl)(Cl)Cl>[Br:11][C:9]1[CH:8]=[N:7][CH:6]=[C:5]2[C:10]=1[N:1]=[CH:2][CH:3]=[CH:4]2. Procedure: To a stirred solution of [1,6]-naphthyridine (4.73 g, 36.4 mmol) in CCl4 (200 25 mL) was added Br2 (2.25 mL, 43.7 mmol) in CCl4 (35 mL) dropwise via an addition funnel. The resulting solution was heated at reflux for 1 hour. Pyridine (2.94 mL, 36.4 mmol) in CCl4 (30 mL) was added dropwise to the refluxing solution, and the mixture was refluxed overnight. The cooled reaction mixture was filtered, and the solids were digested with 1 M NaOH (200 mL) for 1 hour. The basic solution was extracted into... The solvent is C(Cl)(Cl)(Cl)Cl (CCl4), C(Cl)(Cl)(Cl)Cl (CCl4), C(Cl)(Cl)(Cl)Cl (CCl4). Reaction conditions: time 1 hour. The product is BrC=1C=NC=C2C=CC=NC12 (8-Bromo-[1,6]-naphthyridine). Reactants: N1=CC=CC=C1 (Pyridine), N1=CC=CC2=CN=CC=C12 ([1,6]-naphthyridine), BrBr (Br2). Reactants: ClC=1C=CC2=C(NC(CC(C2=O)=CN(C)C)=O)C1 (8-chloro-4-dimethylaminomethylene-3,4-dihydro-1H-benzo[b]azepine-2,5-dione), ClC1=CC=C(C=C1)NC(=N)N (1-(4-chlorophenyl)guanidine). Yields the product ClC=1C=CC2=C(NC(CC3=C2N=C(N=C3)NC3=CC=C(C=C3)Cl)=O)C1 (9-Chloro-2-(4-chloro-phenylamino)-5H,7H-benzo[b]pyrimido[4,5-d]azepin-6-one). Reaction SMILES: [Cl:1][C:2]1[CH:3]=[CH:4][C:5]2[C:11](=O)[C:10](=[CH:13]N(C)C)[CH2:9][C:8](=[O:17])[NH:7][C:6]=2[CH:18]=1.[Cl:19][C:20]1[CH:25]=[CH:24][C:23]([NH:26][C:27]([NH2:29])=[NH:28])=[CH:22][CH:21]=1>>[Cl:1][C:2]1[CH:3]=[CH:4][C:5]2[C:11]3[N:28]=[C:27]([NH:26][C:23]4[CH:22]=[CH:21][C:20]([Cl:19])=[CH:25][CH:24]=4)[N:29]=[CH:13][C:10]=3[CH2:9][C:8](=[O:17])[NH:7][C:6]=2[CH:18]=1. Procedure: In a manner similar to that described for method I, 8-chloro-4-dimethylaminomethylene-3,4-dihydro-1H-benzo[b]azepine-2,5-dione (v-j) and 1-(4-chlorophenyl)guanidine were converted to I-11 (23%): HRMS Calcd. for C18H12Cl2N4O: 371.0466, Found 371.0471. The reactants are C(C1=CC=CC=C1)OC(=O)C=1N=C(OC1CC)C1=CC=CC=C1 (5-ethyl-2-phenyl-oxazole-4-carboxylic acid benzyl ester). The reagents and catalysts are [Pd] (Pd/C). Solvent: C(C)O (ethanol). The product is C(C)C1=C(N=C(O1)C1=CC=CC=C1)C(=O)O (5-ethyl-2-phenyl-oxazole-4-carboxylic acid). RXN SMILES: C([O:8][C:9]([C:11]1[N:12]=[C:13]([C:18]2[CH:23]=[CH:22][CH:21]=[CH:20][CH:19]=2)[O:14][C:15]=1[CH2:16][CH3:17])=[O:10])C1C=CC=CC=1>C(O)C.[Pd]>[CH2:16]([C:15]1[O:14][C:13]([C:18]2[CH:23]=[CH:22][CH:21]=[CH:20][CH:19]=2)=[N:12][C:11]=1[C:9]([OH:10])=[O:8])[CH3:17]. Procedure details: A solution of 5-ethyl-2-phenyl-oxazole-4-carboxylic acid benzyl ester (1 g, 3.25 mmol) in 30 mL of ethanol was hydrogenated at 30 psi with 10% Pd/C (200 mg) at room temperature for two hours. The reaction mixture was filtered through a celite plug, evaporated and placed under high vacuum to give 5-ethyl-2-phenyl-oxazole-4-carboxylic acid, that was used without further purification. LCMS calcd for C12H11NO3 (m/e) 217, obsd 218 (M+H).